Task: describe an organic reaction: reactants, conditions, products, and yield. Dataset: the Open Reaction Database (ORD), a public repository of structured organic reaction records The reactants are OCC=1OC=C(C(C1)=O)OCCCCCCCCCCCCCCCCCC (2-hydroxymethyl-5-octadecyloxy-4-pyranone), C1(=CC=CC=C1)C(C)N ((±)-1-phenylethylamine), C(=O)([O-])[O-].[Na+].[Na+] (Na2CO3), [K+].[Br-] (KBr). Run in C(C)O (ethanol), O (water). Product: OCC=1N(C=C(C(C1)=O)OCCCCCCCCCCCCCCCCCC)C(C)C1=CC=CC=C1 ((±)-2-Hydroxymethyl-5-octadecyloxy-1-(1-phenylethyl)-4(1H)-pyridone). Reaction SMILES: [OH:1][CH2:2][C:3]1O[CH:5]=[C:6]([O:10][CH2:11][CH2:12][CH2:13][CH2:14][CH2:15][CH2:16][CH2:17][CH2:18][CH2:19][CH2:20][CH2:21][CH2:22][CH2:23][CH2:24][CH2:25][CH2:26][CH2:27][CH3:28])[C:7](=[O:9])[CH:8]=1.[C:29]1([CH:35]([NH2:37])[CH3:36])[CH:34]=[CH:33][CH:32]=[CH:31][CH:30]=1.C([O-])([O-])=O.[Na+].[Na+].[K+].[Br-]>C(O)C.O>[OH:1][CH2:2][C:3]1[N:37]([CH:35]([C:29]2[CH:34]=[CH:33][CH:32]=[CH:31][CH:30]=2)[CH3:36])[CH:5]=[C:6]([O:10][CH2:11][CH2:12][CH2:13][CH2:14][CH2:15][CH2:16][CH2:17][CH2:18][CH2:19][CH2:20][CH2:21][CH2:22][CH2:23][CH2:24][CH2:25][CH2:26][CH2:27][CH3:28])[C:7](=[O:9])[CH:8]=1 |f:2.3.4,5.6|. Reported procedure: A mixture of 8.0 g (0.02 Mol) 2-hydroxymethyl-5-octadecyloxy-4-pyranone, 4.8 g (0.04 Mol) (±)-1-phenylethylamine, 1.5 g Na2CO3, 10 mL water and 100 mL ethanol is boiled under reflux for 72 hours. After cooling the solvent and the excess of amine is removed under vacuum and the residue is mixed with water and extracted with dichloromethane. The organic phase is dried over Na2SO4, evaporated and the obtained resin is purified by column chromatography on silica gel with dichloromethane with 1-2% me... Starting materials: S(=O)(Cl)Cl (thionyl chloride), Cl.NCC(CCC(=O)O)=O (5-aminolevulinic acid hydrochloride). Reagents/catalysts: CN(C=O)C (N,N-dimethylformamide). Yields the product Cl.NCC(CCC(=O)OC\C=C/CC)=O (cis-2-pentenyl 5-aminolevulinate hydrochloride). The yield is 68.0%. As a reaction SMILES: S(Cl)([Cl:3])=O.Cl.[NH2:6][CH2:7][C:8](=[O:14])[CH2:9][CH2:10][C:11]([OH:13])=[O:12]>CN(C)C=O>[ClH:3].[NH2:6][CH2:7][C:8](=[O:14])[CH2:9][CH2:10][C:11]([O:13][CH2:7]/[CH:8]=[CH:9]\[CH2:10][CH3:11])=[O:12] |f:1.2,4.5|. Reported procedure: To 1 ml of thionyl chloride (SOCl2) were added 3 drops of N,N-dimethylformamide (DMF) with stirring. Following the addition of 5-aminolevulinic acid hydrochloride (ALA.HCl, 200 mg, 1.19 mol), the solution was stirred for 12 hours at room temperature. Concentration in a vacuum was conducted before the addition of cis-2-pentenol. Then, the reaction mixture was stirred for 1.5 hours at room temperature, followed by purification by silica gel chromatography to afford cis-2-pentenyl 5-aminolevulinate... Reactants: N=1C=CN2C1C=CC=C2SCCCCN2C(SCC2=O)=O (3-[4-(imidazo[1,2-a]pyridin-5-ylthio)butyl]thiazolidine-2,4-dione), C(CCC)=O (n-butyraldehyde), N1CCCCC1 (piperidine). Run in C(C)O (ethanol). Yields the product C(CCC)=C1C(N(C(S1)=O)CCCCSC1=CC=CC=2N1C=CN2)=O (5-butylidene-3-[4-(imidazo[1,2-a]pyridin-5-ylthio)butyl]thiazolidine-2,4-dione). Reaction SMILES: [N:1]1[CH:2]=[CH:3][N:4]2[C:9]([S:10][CH2:11][CH2:12][CH2:13][CH2:14][N:15]3[C:19](=[O:20])[CH2:18][S:17][C:16]3=[O:21])=[CH:8][CH:7]=[CH:6][C:5]=12.[CH:22](=O)[CH2:23][CH2:24][CH3:25].N1CCCCC1>C(O)C>[CH:22](=[C:18]1[S:17][C:16](=[O:21])[N:15]([CH2:14][CH2:13][CH2:12][CH2:11][S:10][C:9]2[N:4]3[CH:3]=[CH:2][N:1]=[C:5]3[CH:6]=[CH:7][CH:8]=2)[C:19]1=[O:20])[CH2:23][CH2:24][CH3:25]. Reported procedure: To a solution of 1.61 g (5.0 mmol) of 3-[4-(imidazo[1,2-a]pyridin-5-ylthio)butyl]thiazolidine-2,4-dione and 0.45 ml (5.0 mmol) of n-butyraldehyde in 50 ml of ethanol, 0.05 ml (0.5 mmol) of piperidine was added, followed by refluxing for 2 hours. After the reaction mixture was cooled, the solvent was distilled off. The residue was dissolved in chloroform, washed with saturated aqueous sodium hydrogen carbonate and dried, after which the solvent was distilled off. The residue was purified by colum... The reactants are ClC(C(=O)OCC)=NO (ethyl chloro-(hydroximino)acetate), [O-]CC.[Na+] (sodium ethoxide), COC1=CC=C(C=C1)C(CC(C)=O)=O (1-(4-methoxyphenyl)butane-1,3-dione). Procedure: To 7.04 mL of 21% sodium ethoxide in ethanol (18.8 mmol) in 60 mL ethanol at 0° C. was added 4.70 g of 1-(4-methoxyphenyl)butane-1,3-dione (17.1 mmol) in 60 mL ethanol dropwise over 24 minutes. After 30 min a solution of 2.59 g of ethyl chloro-(hydroximino)acetate (17.1 mmol) in 30 mL ethanol was added dropwise over 6 minutes. The reaction was warmed to room temperature slowly. When TLC indicated the reaction was complete, the reaction was concentrated in vacuo. Water and saturated NaHCO3 was ad... Product: C(C)OC(=O)C1=NOC(=C1C(C1=CC=C(C=C1)OC)=O)C (4-(4-methoxybenzoyl)-5-methylisoxazole-3-carboxylic acid ethyl ester). The solvent is C(C)O (ethanol), C(C)O (ethanol), C(C)O (ethanol), C(C)O (ethanol). Reaction SMILES: [O-]CC.[Na+].[CH3:5][O:6][C:7]1[CH:12]=[CH:11][C:10]([C:13](=[O:18])[CH2:14][C:15](=[O:17])[CH3:16])=[CH:9][CH:8]=1.Cl[C:20](=[N:26]O)[C:21]([O:23][CH2:24][CH3:25])=[O:22]>C(O)C>[CH2:24]([O:23][C:21]([C:20]1[C:14]([C:13](=[O:18])[C:10]2[CH:9]=[CH:8][C:7]([O:6][CH3:5])=[CH:12][CH:11]=2)=[C:15]([CH3:16])[O:17][N:26]=1)=[O:22])[CH3:25] |f:0.1|. The reactants are CC1(CCC(C2=CC3=C(N=C(O3)C3=CC=C(C(=O)O)C=C3)C=C12)(C)C)C (p-(5,6,7,8-tetrahydro-5,5,8,8-tetramethyl-2-naphth[2,3-d]oxazolyl) benzoic acid), ClCCl (dichloromethane). Product: CC1(CCC(C2=CC3=C(N=C(O3)C3=CC=C(C(=O)Cl)C=C3)C=C12)(C)C)C (p-(5,6,7,8-tetrahydro-5,5,8,8-tetramethyl-2-naphth[2,3-d]oxazolyl) benzoic acid chloride). Reaction SMILES: [CH3:1][C:2]1([CH3:26])[C:23]2[C:6](=[CH:7][C:8]3[O:12][C:11]([C:13]4[CH:21]=[CH:20][C:16]([C:17](O)=[O:18])=[CH:15][CH:14]=4)=[N:10][C:9]=3[CH:22]=2)[C:5]([CH3:25])([CH3:24])[CH2:4][CH2:3]1.[Cl:27]CCl>>[CH3:1][C:2]1([CH3:26])[C:23]2[C:6](=[CH:7][C:8]3[O:12][C:11]([C:13]4[CH:21]=[CH:20][C:16]([C:17]([Cl:27])=[O:18])=[CH:15][CH:14]=4)=[N:10][C:9]=3[CH:22]=2)[C:5]([CH3:25])([CH3:24])[CH2:4][CH2:3]1. Procedure details: p-(5,6,7,8-tetrahydro-5,5,8,8-tetramethyl-2-naphth[2,3-d]oxazolyl) benzoic acid (4.57 g - 13.1 mmoles) is suspended in dichloromethane (200 ml). There is then slowly added dicyclohexylamine (2.37 g - 13.1 mmoles) and the dichloromethane is then evaporated. Reactants: CCOCC, CC(=O)O, CNCc1ccccc1, N#C[Na], CC(C)(C)OC(=O)N1CC(=O)C1, O. Yields the product CN(Cc1ccccc1)C1(C#N)CN(C(=O)OC(C)(C)C)C1. RXN SMILES: [CH2:30]([O:31][CH2:32][CH3:33])[CH3:34].[CH3:10][C:11](=[O:12])[OH:13].[CH3:1][NH:2][CH2:3][c:4]1[cH:5][cH:6][cH:7][cH:8][cH:9]1.[Na:26][C:27]#[N:28].[O:14]=[C:15]1[CH2:16][N:17]([C:19](=[O:20])[O:21][C:22]([CH3:23])([CH3:24])[CH3:25])[CH2:18]1.[OH2:29]>>[CH3:1][N:2]([CH2:3][c:4]1[cH:5][cH:6][cH:7][cH:8][cH:9]1)[C:15]1([C:27]#[N:28])[CH2:16][N:17]([C:19](=[O:20])[O:21][C:22]([CH3:23])([CH3:24])[CH3:25])[CH2:18]1. Starting materials: IC=1C=C(C=O)C=C(C1O)I (3,5-diiodo-4-hydroxybenzaldehyde), COC(=O)C=P(C1=CC=CC=C1)(C2=CC=CC=C2)C3=CC=CC=C3 (methyl (triphenylphosphoranylidene) acetate). Solvent: C1=CC=CC=C1 (benzene). Product: COC(C=CC1=CC(=C(C(=C1)I)O)I)=O (3-(4-Hydroxy-3,5-diiodo-phenyl)-acrylic Acid Methyl Ester). RXN SMILES: [I:1][C:2]1[CH:3]=[C:4]([CH:7]=[C:8]([I:11])[C:9]=1[OH:10])[CH:5]=O.[CH3:12][O:13][C:14]([CH:16]=P(C1C=CC=CC=1)(C1C=CC=CC=1)C1C=CC=CC=1)=[O:15]>C1C=CC=CC=1>[CH3:12][O:13][C:14](=[O:15])[CH:16]=[CH:5][C:4]1[CH:3]=[C:2]([I:1])[C:9]([OH:10])=[C:8]([I:11])[CH:7]=1. Procedure details: A 50 mL round bottomed flask equipped with a Teflon coated magnetic stirring bar, a reflux condenser and a rubber septum was charged with 3,5-diiodo-4-hydroxybenzaldehyde (1 g, 2.68 mmol), methyl (triphenylphosphoranylidene) acetate (1.79 g, 5.36 mmol) and benzene (30 mL). The reaction mixture was heated to a gentle reflux for 24 h. The reaction mixture was cooled to ambient temperature and concentrated to dryness. The title compound obtained was a white solid (891 mg, 78%) after the crude mater... The reactants are BrC=1C=C(C=O)C=CC1O (3-bromo-4-hydroxybenzaldehyde), C([O-])([O-])=O.[K+].[K+] (potassium carbonate), ClCOCCl (chloromethyl ether). The solvent is CC(=O)C (acetone). Run at temperature 0 celsius. Yields the product BrC=1C=C(C=O)C=CC1OCOC (3-bromo-4-methoxymethoxy-benzaldehyde). Reaction SMILES: [Br:1][C:2]1[CH:3]=[C:4]([CH:7]=[CH:8][C:9]=1[OH:10])[CH:5]=[O:6].C(=O)([O-])[O-].[K+].[K+].Cl[CH2:18][O:19][CH2:20]Cl>CC(C)=O>[Br:1][C:2]1[CH:3]=[C:4]([CH:7]=[CH:8][C:9]=1[O:10][CH2:18][O:19][CH3:20])[CH:5]=[O:6] |f:1.2.3|. Procedure details: To a solution of 3-bromo-4-hydroxybenzaldehyde (5 g, 2.44 mmol) in acetone (100 mL) under nitrogen atmosphere was added potassium carbonate (50 6 g, 36.6 mmol). The slurry mixture was cooled to 0° C. and chloromethyl ether (9.25 mL, 12.2 mmol) was added dropwise. The ice bath was removed and the mixture was heated at 70° C. for 2.5 h. After cooling to room temperature, excess potassium carbonate was filtered off and the acetone evaporated under reduced pressure. The residue was dissolved in ethy...